This data is from the Open Reaction Database (ORD), a public repository of structured organic reaction records. The task is: describe an organic reaction: reactants, conditions, products, and yield Starting materials: Cc1onc(-c2ccccc2)c1-c1ccnc(Br)c1, CCOC(C)=O, CC(C)(C)[O-], Cc1ccccc1, ClCCl, Nc1ccccc1, [Na+], O=C(C=Cc1ccccc1)C=Cc1ccccc1, O=C(C=Cc1ccccc1)C=Cc1ccccc1, O=C(C=Cc1ccccc1)C=Cc1ccccc1, [Pd], [Pd], c1ccc(P(c2ccccc2)c2ccc3ccccc3c2-c2c(P(c3ccccc3)c3ccccc3)ccc3ccccc23)cc1. The product is Cc1onc(-c2ccccc2)c1-c1ccnc(Nc2ccccc2)c1. RXN SMILES: [Br:1][c:2]1[n:3][cH:4][cH:5][c:6](-[c:8]2[c:9](-[c:14]3[cH:15][cH:16][cH:17][cH:18][cH:19]3)[n:10][o:11][c:12]2[CH3:13])[cH:7]1.[CH3:142][CH2:143][O:144][C:145]([CH3:146])=[O:147].[CH3:73][C:74]([CH3:75])([O-:76])[CH3:77].[CH3:79][c:80]1[cH:81][cH:82][cH:83][cH:84][cH:85]1.[Cl:148][CH2:149][Cl:150].[NH2:20][c:21]1[cH:22][cH:23][cH:24][cH:25][cH:26]1.[Na+:78].[O:106]=[C:107]([CH:108]=[CH:109][c:110]1[cH:111][cH:112][cH:113][cH:114][cH:115]1)[CH:116]=[CH:117][c:118]1[cH:119][cH:120][cH:121][cH:122][cH:123]1.[O:124]=[C:125]([CH:126]=[CH:127][c:128]1[cH:129][cH:130][cH:131][cH:132][cH:133]1)[CH:134]=[CH:135][c:136]1[cH:137][cH:138][cH:139][cH:140][cH:141]1.[O:88]=[C:89]([CH:90]=[CH:91][c:92]1[cH:93][cH:94][cH:95][cH:96][cH:97]1)[CH:98]=[CH:99][c:100]1[cH:101][cH:102][cH:103][cH:104][cH:105]1.[Pd:86].[Pd:87].[cH:27]1[cH:28][cH:29][c:30]([P:31]([c:32]2[cH:33][cH:34][c:35]3[c:36]([cH:37][cH:38][cH:39][cH:40]3)[c:41]2-[c:42]2[c:43]3[c:44]([cH:45][cH:46][cH:47][cH:48]3)[cH:49][cH:50][c:51]2[P:52]([c:53]2[cH:54][cH:55][cH:56][cH:57][cH:58]2)[c:59]2[cH:60][cH:61][cH:62][cH:63][cH:64]2)[c:65]2[cH:66][cH:67][cH:68][cH:69][cH:70]2)[cH:71][cH:72]1>>[c:2]1([NH:20][c:21]2[cH:22][cH:23][cH:24][cH:25][cH:26]2)[n:3][cH:4][cH:5][c:6](-[c:8]2[c:9](-[c:14]3[cH:15][cH:16][cH:17][cH:18][cH:19]3)[n:10][o:11][c:12]2[CH3:13])[cH:7]1. Reactants: OC1=CC(OC(=C1)C)=O (4-hydroxy-6-methyl-pyran-2-one), C(C)(=O)Cl (acetyl chloride). Solvent: FC(C(=O)O)(F)F (trifluoroacetic acid). Yields the product C(C)(=O)C=1C(OC(=CC1O)C)=O (3-acetyl-4-hydroxy-6-methyl-pyran-2-one). Yield: 34.7%. RXN SMILES: [OH:1][C:2]1[CH:7]=[C:6]([CH3:8])[O:5][C:4](=[O:9])[CH:3]=1.[C:10](Cl)(=[O:12])[CH3:11]>FC(F)(F)C(O)=O>[C:10]([C:3]1[C:4](=[O:9])[O:5][C:6]([CH3:8])=[CH:7][C:2]=1[OH:1])(=[O:12])[CH3:11]. Procedure: Dissolve 4-hydroxy-6-methyl-pyran-2-one (12.6 g, 100 mmol) in trifluoroacetic acid (50 ml). and add 7.8 g (100 mml) of acetyl chloride dropwise. Heat this mixture at reflux for 5 hours. Evaporate the reaction mixture under reduced pressure. Add 50 ml of water, extract with ethyl acetate (50 ml×3) and combine the organic layers. Wash with brine and dry (sodium sulfate). Chromatograph on silica gel, eluting with chloroform to provide 5.8 g (34.5 mmol) of 3-acetyl-4-hydroxy-6-methyl-pyran-2-one. Reactants: C(C)OC=C(C#N)C#N ((ethoxymethylene)malononitrile), Cl.Cl.C1(CCC1)NN (cyclobutylhydrazine dihydrochloride), ice, [O-]CC.[Na+] (sodium ethoxide). Run in CCO (EtOH), CCO (EtOH). The product is NC1=C(C=NN1C1CCC1)C#N (5-amino-1-cyclobutyl-1H-pyrazole-4-carbonitrile). As a reaction SMILES: Cl.Cl.[CH:3]1([NH:7][NH2:8])[CH2:6][CH2:5][CH2:4]1.[O-]CC.[Na+].C(O[CH:16]=[C:17]([C:20]#[N:21])[C:18]#[N:19])C>CCO>[NH2:21][C:20]1[N:7]([CH:3]2[CH2:6][CH2:5][CH2:4]2)[N:8]=[CH:16][C:17]=1[C:18]#[N:19] |f:0.1.2,3.4|. Procedure: A suspension of cyclobutylhydrazine dihydrochloride (11.63 g, 73.12 mmol) in EtOH (110 mL) was cooled in an ice bath and treated portion-wise with solid sodium ethoxide (9.95 g, 146 mmol) over 45 mins, while keeping the internal temp of the reaction mixture at approximately 0° C. The mixture was stirred in the ice bath for an additional hour, and then a solution of (ethoxymethylene)malononitrile (8.93 g, 73.1 mmol) in EtOH (70 mL) was added drop-wise over about 1.5 h, at a rate which maintained ...